This data is from the Open Reaction Database (ORD), a public repository of structured organic reaction records. The task is: describe an organic reaction: reactants, conditions, products, and yield Reactants: C=C, Cc1ccccc1. The product is CCc1ccccc1C. RXN SMILES: [CH2:1]=[CH2:2].[CH3:3][c:4]1[cH:5][cH:6][cH:7][cH:8][cH:9]1>>[CH2:1]([CH3:2])[c:5]1[c:4]([CH3:3])[cH:9][cH:8][cH:7][cH:6]1. Starting materials: CCO, NCC1CC1, CC(C)S(=O)(=O)c1ccc(Cl)c([N+](=O)[O-])c1. Product: CC(C)S(=O)(=O)c1ccc(NCC2CC2)c([N+](=O)[O-])c1. RXN SMILES: [CH3:22][CH2:23][OH:24].[CH:17]1([CH2:20][NH2:21])[CH2:18][CH2:19]1.[Cl:1][c:2]1[c:3]([N+:14](=[O:15])[O-:16])[cH:4][c:5]([S:8](=[O:9])(=[O:10])[CH:11]([CH3:12])[CH3:13])[cH:6][cH:7]1>>[c:2]1([NH:21][CH2:20][CH:17]2[CH2:18][CH2:19]2)[c:3]([N+:14](=[O:15])[O-:16])[cH:4][c:5]([S:8](=[O:9])(=[O:10])[CH:11]([CH3:12])[CH3:13])[cH:6][cH:7]1. Reactants: Cl, Clc1ccccc1, Cl, Cc1ccccc1N. Yields the product Cc1ccc(Cl)cc1N. RXN SMILES: [Cl:10].[Cl:11][c:12]1[cH:13][cH:14][cH:15][cH:16][cH:17]1.[ClH:1].[NH2:2][c:3]1[c:4]([CH3:9])[cH:5][cH:6][cH:7][cH:8]1>>[Cl:1][c:7]1[cH:6][cH:5][c:4]([CH3:9])[c:3]([NH2:2])[cH:8]1. Starting materials: CCCCO, CN(C)S(=O)(=O)c1cccc(Cl)n1, NN, O. Yields the product CN(C)S(=O)(=O)c1cccc(NN)n1. As a reaction SMILES: [CH2:17]([OH:18])[CH2:19][CH2:20][CH3:21].[Cl:1][c:2]1[n:3][c:4]([S:8]([N:9]([CH3:10])[CH3:11])(=[O:12])=[O:13])[cH:5][cH:6][cH:7]1.[NH2:15][NH2:16].[OH2:14]>>[c:2]1([NH:15][NH2:16])[n:3][c:4]([S:8]([N:9]([CH3:10])[CH3:11])(=[O:12])=[O:13])[cH:5][cH:6][cH:7]1.